This data is from the Open Reaction Database (ORD), a public repository of structured organic reaction records. The task is: describe an organic reaction: reactants, conditions, products, and yield The reactants are C(C)(C)(C)OC(NC1(CCC1)C1=CC=C(C=C1)C1=C(OC2=CC=CC=C2C1=S)C1=CC=CC=C1)=O ({1-[4-(2-phenyl-4-thioxo-4H-chromen-3-yl)-phenyl]-cyclobutyl}-carbamic acid tert-butyl ester), Cl.NO (hydroxylamine hydrochloride), C(C)(=O)[O-].[Na+] (sodium acetate). The solvent is IMS. Conditions: temperature 80 celsius, time 16 hour. Yields the product C(C)(C)(C)OC(NC1(CCC1)C1=CC=C(C=C1)C1=C(OC2=CC=CC=C2C1=NO)C1=CC=CC=C1)=O ({1-[4-(4-Hydroxyimino-2-phenyl-4H-chromen-3-yl)-phenyl]-cyclobutyl}-carbamic acid tert-butyl ester). Isolated yield 81.7%. Reaction SMILES: [C:1]([O:5][C:6](=[O:35])[NH:7][C:8]1([C:12]2[CH:17]=[CH:16][C:15]([C:18]3[C:27](=S)[C:26]4[C:21](=[CH:22][CH:23]=[CH:24][CH:25]=4)[O:20][C:19]=3[C:29]3[CH:34]=[CH:33][CH:32]=[CH:31][CH:30]=3)=[CH:14][CH:13]=2)[CH2:11][CH2:10][CH2:9]1)([CH3:4])([CH3:3])[CH3:2].Cl.[NH2:37][OH:38].C([O-])(=O)C.[Na+]>>[C:1]([O:5][C:6](=[O:35])[NH:7][C:8]1([C:12]2[CH:17]=[CH:16][C:15]([C:18]3[C:27](=[N:37][OH:38])[C:26]4[C:21](=[CH:22][CH:23]=[CH:24][CH:25]=4)[O:20][C:19]=3[C:29]3[CH:34]=[CH:33][CH:32]=[CH:31][CH:30]=3)=[CH:14][CH:13]=2)[CH2:11][CH2:10][CH2:9]1)([CH3:4])([CH3:3])[CH3:2] |f:1.2,3.4|. Procedure details: A mixture of {1-[4-(2-phenyl-4-thioxo-4H-chromen-3-yl)-phenyl]-cyclobutyl}-carbamic acid tert-butyl ester (33.4 mg, 0.069 mmol), hydroxylamine hydrochloride (14.4 mg, 0.207 mmol) and sodium acetate (17 mg, 0.207 mmol) in IMS (5 mL) was stirred at 80° C. for 16 hours. The cooled reaction mixture was partitioned between DCM and water. The aqueous phase was isolated and extracted with DCM. The combined organic extracts were evaporated to dryness. The resultant residue was subjected to flash chromat... Starting materials: C1CCOC1, COc1cc([N+](=O)[O-])ccc1OCCN1CCC1, CCO, [H][H]. Product: COc1cc(N)ccc1OCCN1CCC1. As a reaction SMILES: [CH2:21]1[O:22][CH2:23][CH2:24][CH2:25]1.[CH3:1][O:2][c:3]1[c:4]([O:5][CH2:6][CH2:7][N:8]2[CH2:9][CH2:10][CH2:11]2)[cH:12][cH:13][c:14]([N+:16]([O-:17])=[O:18])[cH:15]1.[CH3:26][CH2:27][OH:28].[H:19][H:20]>>[CH3:1][O:2][c:3]1[c:4]([O:5][CH2:6][CH2:7][N:8]2[CH2:9][CH2:10][CH2:11]2)[cH:12][cH:13][c:14]([NH2:16])[cH:15]1. Procedure details: 278 mg (1.20 mmol, 1.5 eq) of methyl 3-(5-bromofuran-2-yl)acrylate and 300 mg (0.80 mmol, 1.0 eq) of octanoylmethyl-[3-(4,4,5,5-tetramethyl[1,3,2]dioxaborolan-2-yl)benzyl]amide (prepared as in 1 e) are dissolved in 5 ml of a 5/1 mixture of dimethylformamide and of 2M potassium phosphate solution. 46 mg (0.04 mmol, 5 mol %) of tetrakis(triphenylphosphine)palladium are added and the reaction mixture is then stirred for 2 hours at 80° C. The reaction is stopped by adding 30 ml of water and is then ... Run at temperature 80 celsius, time 2 hour. Product: CN(C(CCCCCCC)=O)CC=1C=C(C=CC1)C1=CC=C(O1)C=CC(=O)OC (methyl 3-(5-{3-[(methyloctanoylamino)methyl]phenyl}furan-2-yl)acrylate). The yield is 78.0%. As a reaction SMILES: Br[C:2]1[O:6][C:5]([CH:7]=[CH:8][C:9]([O:11][CH3:12])=[O:10])=[CH:4][CH:3]=1.[C:13]([CH2:22][N-:23][CH2:24][C:25]1[CH:30]=[CH:29][CH:28]=[C:27](B2OC(C)(C)C(C)(C)O2)[CH:26]=1)(=O)[CH2:14][CH2:15][CH2:16][CH2:17][CH2:18][CH2:19]C.[OH2:40].[CH3:41]N(C)C=O>P([O-])([O-])([O-])=O.[K+].[K+].[K+].C1C=CC([P]([Pd]([P](C2C=CC=CC=2)(C2C=CC=CC=2)C2C=CC=CC=2)([P](C2C=CC=CC=2)(C2C=CC=CC=2)C2C=CC=CC=2)[P](C2C=CC=CC=2)(C2C=CC=CC=2)C2C=CC=CC=2)(C2C=CC=CC=2)C2C=CC=CC=2)=CC=1>[CH3:41][N:23]([CH2:24][C:25]1[CH:26]=[C:27]([C:2]2[O:6][C:5]([CH:7]=[CH:8][C:9]([O:11][CH3:12])=[O:10])=[CH:4][CH:3]=2)[CH:28]=[CH:29][CH:30]=1)[C:22](=[O:40])[CH2:13][CH2:14][CH2:15][CH2:16][CH2:17][CH2:18][CH3:19] |f:4.5.6.7,^1:57,59,78,97|. The reactants are BrC1=CC=C(O1)C=CC(=O)OC (methyl 3-(5-bromofuran-2-yl)acrylate), C(CCCCCCC)(=O)C[N-]CC1=CC(=CC=C1)B1OC(C(O1)(C)C)(C)C (octanoylmethyl-[3-(4,4,5,5-tetramethyl[1,3,2]dioxaborolan-2-yl)benzyl]amide), CN(C=O)C (dimethylformamide), O (water). The solvent is 5/1, P(=O)([O-])([O-])[O-].[K+].[K+].[K+] (potassium phosphate). Reagents/catalysts: C=1C=CC(=CC1)[P](C=2C=CC=CC2)(C=3C=CC=CC3)[Pd]([P](C=4C=CC=CC4)(C=5C=CC=CC5)C=6C=CC=CC6)([P](C=7C=CC=CC7)(C=8C=CC=CC8)C=9C=CC=CC9)[P](C=1C=CC=CC1)(C=1C=CC=CC1)C=1C=CC=CC1 (tetrakis(triphenylphosphine)palladium). The reactants are ClC1=CC=C(C=2SC3=CC(=CC=C3C(C12)=O)OC)C (1-chloro-6-methoxy-4-methyl-9-thioxanthenone), C(C)N(CCNN)CC (2-(diethylamino)ethylhydrazine). Yields the product C(C)N(CCN1N=C2C=3C(=C(C=CC13)C)SC1=C2C=CC(=C1)OC)CC (2-(2-(diethylamino)ethyl)-8-methoxy-5-methyl-2H(1)benzothiopyrano[4,3,2-cd]indazole). Reaction SMILES: Cl[C:2]1[C:15]2[C:14](=O)[C:13]3[C:8](=[CH:9][C:10]([O:17][CH3:18])=[CH:11][CH:12]=3)[S:7][C:6]=2[C:5]([CH3:19])=[CH:4][CH:3]=1.[CH2:20]([N:22]([CH2:27][CH3:28])[CH2:23][CH2:24][NH:25][NH2:26])[CH3:21]>>[CH2:20]([N:22]([CH2:27][CH3:28])[CH2:23][CH2:24][N:25]1[C:2]2[CH:3]=[CH:4][C:5]([CH3:19])=[C:6]3[S:7][C:8]4[CH:9]=[C:10]([O:17][CH3:18])[CH:11]=[CH:12][C:13]=4[C:14]([C:15]=23)=[N:26]1)[CH3:21]. Procedure details: By the condensation of 1-chloro-6-methoxy-4-methyl-9-thioxanthenone with 2-(diethylamino)ethylhydrazine was obtained 2-(2-(diethylamino)ethyl)-8-methoxy-5-methyl-2H(1)benzothiopyrano[4,3,2-cd]indazole. To 0.18g. of this base in acetone (3 ml.) was added 30% aqueous hydrogen peroxide (0.22 ml.). After standing at room temperature for 90 hours the solution was evaporated under reduced pressure. The solid residue gave crystals m.p. 132° - 133° (decomp.) from acetone which consisted of 2-(2-(diethyl... The reactants are ( 2 ), BrC1=C(C=O)C=C(C=C1)OC (2-Bromo-5-methoxybenzaldehyde), C(C)OC(OCC)OCC (triethylorthoformate), O.C1(=CC=C(C=C1)S(=O)(=O)O)C (p-Toluenesulfonic acid monohydrate). Run in CO (methanol). Yields the product BrC1=C(C=C(C=C1)OC)C(OC)OC (1-bromo-2-(dimethoxymethyl)-4-methoxybenzene). The yield is 53.0%. RXN SMILES: [Br:1][C:2]1[CH:9]=[CH:8][C:7]([O:10][CH3:11])=[CH:6][C:3]=1C=O.O.C1(C)C=CC(S(O)(=O)=O)=CC=1.C(O[CH:27]([O:31][CH2:32]C)[O:28][CH2:29]C)C>CO>[Br:1][C:2]1[CH:9]=[CH:8][C:7]([O:10][CH3:11])=[CH:6][C:3]=1[CH:27]([O:28][CH3:29])[O:31][CH3:32] |f:1.2|. Procedure: Step AH (2): 2-Bromo-5-methoxybenzaldehyde (1069 mg, 4.975 mmol) was dissolved in a mixture of methanol (20 mL) and triethylorthoformate (20 mL). p-Toluenesulfonic acid monohydrate (180.0 mg, 0.946 mmol) was added and the reaction mixture was stirred under reflux for 5 h. The reaction was quenched with aqueous NaHCO3 and extracted with DCM. The combined organic phases were dried over Na2SO4, filtered and concentrated in vacuum at the temperature, not exceeding 35° C. The residue was purified by ...